Dataset: the Open Reaction Database (ORD), a public repository of structured organic reaction records. Task: describe an organic reaction: reactants, conditions, products, and yield Starting materials: N1(CCCCC1)C1CCNCC1 (4-(piperidin-1-yl)piperidine), CS(=O)(=O)OCC[C@@]1(CN(CC1)C(CC1=CC(=CC(=C1)C(F)(F)F)C(F)(F)F)=O)C1=CC(=C(C=C1)Cl)Cl.C(C)#N (acetonitrile (R)-3-(2-methanesulfonyloxyethyl)-3-(3,4-dichlorophenyl)-1-[[3,5-bis(trifluoromethyl)phenyl]acetyl]pyrrolidine). The product is ClC=1C=C(C=CC1Cl)[C@@]1(CN(CC1)C(CC1=CC(=CC(=C1)C(F)(F)F)C(F)(F)F)=O)CCN1CCC(CC1)N1CCCCC1 ((R)-3-(3,4-dichlorophenyl)-1-[[3,5-bis(trifluoromethyl)phenyl]acetyl]-3-[2-[4-(piperidin-1-yl)piperidin-1-yl]ethyl]pyrrolidine). RXN SMILES: [N:1]1([CH:7]2[CH2:12][CH2:11][NH:10][CH2:9][CH2:8]2)[CH2:6][CH2:5][CH2:4][CH2:3][CH2:2]1.CS(O[CH2:18][CH2:19][C@@:20]1([C:42]2[CH:47]=[CH:46][C:45]([Cl:48])=[C:44]([Cl:49])[CH:43]=2)[CH2:24][CH2:23][N:22]([C:25](=[O:41])[CH2:26][C:27]2[CH:32]=[C:31]([C:33]([F:36])([F:35])[F:34])[CH:30]=[C:29]([C:37]([F:40])([F:39])[F:38])[CH:28]=2)[CH2:21]1)(=O)=O.C(#N)C>>[Cl:49][C:44]1[CH:43]=[C:42]([C@@:20]2([CH2:19][CH2:18][N:10]3[CH2:11][CH2:12][CH:7]([N:1]4[CH2:6][CH2:5][CH2:4][CH2:3][CH2:2]4)[CH2:8][CH2:9]3)[CH2:24][CH2:23][N:22]([C:25](=[O:41])[CH2:26][C:27]3[CH:32]=[C:31]([C:33]([F:34])([F:35])[F:36])[CH:30]=[C:29]([C:37]([F:40])([F:38])[F:39])[CH:28]=3)[CH2:21]2)[CH:47]=[CH:46][C:45]=1[Cl:48] |f:1.2|. Reported procedure: In 30 ml of acetonitrile (R)-3-(2-methanesulfonyloxyethyl)-3-(3,4-dichlorophenyl)-1-[[3,5-bis(trifluoromethyl)phenyl]acetyl]pyrrolidine (3.17 g), prepared essentially as described, supra, is mixed with an equimolar amount of 4-(piperidin-1-yl)piperidine. The reaction mixture is then heated to reflux and refluxed for about ten hours. The mixture is then concentrated under vacuum and the residue is taken up in methylene chloride and washed with a 3N solution of hydrochloric acid, followed by a was... The reactants are B, CCOC(=O)C(CSc1ccccc1)NC(=O)CC(C)C, CCO, Cl, C1CCOC1, C1CCOC1. Product: CCOC(=O)C(CSc1ccccc1)NCCC(C)C, Cl. As a reaction SMILES: [BH3:27].[CH2:1]([CH3:2])[O:3][C:4]([CH:5]([NH:6][C:7]([CH2:8][CH:9]([CH3:10])[CH3:11])=[O:12])[CH2:13][S:14][c:15]1[cH:16][cH:17][cH:18][cH:19][cH:20]1)=[O:21].[CH3:34][CH2:35][OH:36].[ClH:28].[O:22]1[CH2:23][CH2:24][CH2:25][CH2:26]1.[O:29]1[CH2:30][CH2:31][CH2:32][CH2:33]1>>[CH2:1]([CH3:2])[O:3][C:4]([CH:5]([NH:6][CH2:7][CH2:8][CH:9]([CH3:10])[CH3:11])[CH2:13][S:14][c:15]1[cH:16][cH:17][cH:18][cH:19][cH:20]1)=[O:21].[ClH:28]. Starting materials: ClC1=NC=C(C(=O)NC2=CC=C(C=C2)OC(F)(F)F)C=C1I (6-chloro-5-iodo-N-(4-(trifluoromethoxy)phenyl)nicotinamide), N1=CN=CC(=C1)B(O)O (pyrimidine-5-boronic acid), PdCl2(dppf)-(CH2Cl2), C(=O)([O-])[O-].[Na+].[Na+] (Na2CO3). The solvent is COCCOC (DME). Run at temperature 80 celsius, time 2.5 hour. Yields the product ClC1=NC=C(C(=O)NC2=CC=C(C=C2)OC(F)(F)F)C=C1C=1C=NC=NC1 (6-Chloro-5-(pyrimidin-5-yl)-N-(4-(trifluoromethoxy)phenyl)nicotinamide). RXN SMILES: [Cl:1][C:2]1[C:21](I)=[CH:20][C:5]([C:6]([NH:8][C:9]2[CH:14]=[CH:13][C:12]([O:15][C:16]([F:19])([F:18])[F:17])=[CH:11][CH:10]=2)=[O:7])=[CH:4][N:3]=1.[N:23]1[CH:28]=[C:27](B(O)O)[CH:26]=[N:25][CH:24]=1.C([O-])([O-])=O.[Na+].[Na+]>COCCOC>[Cl:1][C:2]1[C:21]([C:27]2[CH:28]=[N:23][CH:24]=[N:25][CH:26]=2)=[CH:20][C:5]([C:6]([NH:8][C:9]2[CH:14]=[CH:13][C:12]([O:15][C:16]([F:19])([F:18])[F:17])=[CH:11][CH:10]=2)=[O:7])=[CH:4][N:3]=1 |f:2.3.4|. Reported procedure: A mixture of 6-chloro-5-iodo-N-(4-(trifluoromethoxy)phenyl)nicotinamide (Stage 56.1, 5.7 g, 12.75 mmol), pyrimidine-5-boronic acid (2.5 g, 19.77 mmol), PdCl2(dppf)-(CH2Cl2) (0.625 g, 0.765 mmol), Na2CO3 (19.13 mL, 38.3 mmol) and DME (100 mL) was stirred at 80° C. for 2.5 h under argon atmosphere. The RM was filtered through Hyflo®, diluted with EtOAc (100 mL), washed with a sat. aq. solution of NaHCO3 and with brine, dried over Na2SO4 and the solvent was evaporated off under reduced pressure to ... Reactants: IC1=CC=C(C=C1)CCCCCCCC (1-iodo-4-octylbenzene), C1=C2C(=CC=C1)NC=1C2=CC=2NC3=CC=CC=C3C2C1 (5,11-dihydridoindolo[3,2-b]carbazole), C1COCCOCCOCCOCCOCCO1 (18-crown-6), C(=O)([O-])[O-].[K+].[K+] (K2CO3). Reagents/catalysts: [Cu] (copper). The solvent is O1CCCC1 (tetrahydrofuran), ClC1=C(C=CC=C1)Cl (1,2-dichlorobenzene). Product: C(CCCCCCC)C1=CC=C(C=C1)N1C2=CC=CC=C2C2=CC=3N(C4=CC=CC=C4C3C=C21)C2=CC=C(C=C2)CCCCCCCC (5,11-bis(4-octylphenyl)indolo[3,2-b]carbazole). The yield is 359.2%. RXN SMILES: I[C:2]1[CH:7]=[CH:6][C:5]([CH2:8][CH2:9][CH2:10][CH2:11][CH2:12][CH2:13][CH2:14][CH3:15])=[CH:4][CH:3]=1.[CH:16]1[CH:21]=[CH:20][CH:19]=[C:18]2[NH:22][C:23]3[C:24](=[CH:25][C:26]4[NH:27][C:28]5[C:33]([C:34]=4[CH:35]=3)=[CH:32][CH:31]=[CH:30][CH:29]=5)[C:17]=12.C1O[CH2:52][CH2:51]OCCOCCOCCOCCOC1.C([O-])([O-])=O.[K+].[K+]>O1CCCC1.[Cu].ClC1C=CC=CC=1Cl>[CH2:8]([C:5]1[CH:6]=[CH:7][C:2]([N:27]2[C:26]3[C:34](=[CH:35][C:23]4[N:22]([C:2]5[CH:3]=[CH:4][C:5]([CH2:8][CH2:9][CH2:10][CH2:11][CH2:12][CH2:13][CH2:51][CH3:52])=[CH:6][CH:7]=5)[C:18]5[C:17]([C:24]=4[CH:25]=3)=[CH:16][CH:21]=[CH:20][CH:19]=5)[C:33]3[C:28]2=[CH:29][CH:30]=[CH:31][CH:32]=3)=[CH:3][CH:4]=1)[CH2:9][CH2:10][CH2:11][CH2:12][CH2:13][CH2:14][CH3:15] |f:3.4.5|. Procedure: A mixture of 1-iodo-4-octylbenzene (16.09 g, 35.1 mmol, 69% of purity) as prepared above, 5,11-dihydridoindolo[3,2-b]carbazole (3.00 g, 11.7 mmol), 18-crown-6 (0.62 g, 2.34 mmol), K2CO3 (12.94 g, 93.6 mmol), copper (2.97 g, 46.8 mmol), and 1,2-dichlorobenzene (50 mL) was charged into an argon-filled 200 mL flask fitted with a condenser. The mixture was heated under reflux in an argon atmosphere for 24 h. Subsequently, the reaction mixture was cooled down to room temperature, diluted with tetrahy... The reactants are 19.6, [OH-].[K+] (potassium hydroxide), C1(=CC=CC=C1)S (thiophenol). Solvent: CC(=O)N(C)C (dimethylacetamide). Reaction conditions: temperature 120 celsius. The product is 34.7, S(C1=CC=CC=C1)C1=CC=C(C=C1)SC1=CC=CC=C1 (1,4-dithiophenoxybenzene). Yield: 45.0%. Reaction SMILES: [OH-].[K+].[C:3]1([SH:9])[CH:8]=[CH:7][CH:6]=[CH:5][CH:4]=1>CC(N(C)C)=O>[S:9]([C:6]1[CH:7]=[CH:8][C:3]([S:9][C:3]2[CH:8]=[CH:7][CH:6]=[CH:5][CH:4]=2)=[CH:4][CH:5]=1)[C:3]1[CH:8]=[CH:7][CH:6]=[CH:5][CH:4]=1 |f:0.1|. Reported procedure: A mixture of 19.6 parts of 86% potassium hydroxide, 33 parts of thiophenol and about 120 parts of dimethylacetamide was heated at a temperature of 120° C. with stirring to effect the removal of water. After about 6.5 parts of water was collected, there was added to the resulting mixture 26.3 parts of para-dibromobenzene and the mixture was heated to reflux. After 6 hours at reflux the reaction mixture was allowed to cool and 300 parts of water was added. There was obtained a tan colored solid wh... The reactants are O=Cc1cc(Br)cc(Br)c1, CS(C)=O, CC(C)(C)[O-], [K+], O, CCOP(=O)(OCC)C(c1ccccc1)c1ccccc1. Yields the product Brc1cc(Br)cc(C=C(c2ccccc2)c2ccccc2)c1. As a reaction SMILES: [Br:1][c:2]1[cH:3][c:4]([CH:5]=[O:6])[cH:7][c:8]([Br:10])[cH:9]1.[CH3:32][S:33](=[O:34])[CH3:35].[CH3:36][C:37]([CH3:38])([O-:39])[CH3:40].[K+:41].[OH2:42].[c:11]1([CH:17]([c:18]2[cH:19][cH:20][cH:21][cH:22][cH:23]2)[P:24](=[O:25])([O:26][CH2:27][CH3:28])[O:29][CH2:30][CH3:31])[cH:12][cH:13][cH:14][cH:15][cH:16]1>>[Br:1][c:2]1[cH:3][c:4]([CH:5]=[C:17]([c:11]2[cH:12][cH:13][cH:14][cH:15][cH:16]2)[c:18]2[cH:19][cH:20][cH:21][cH:22][cH:23]2)[cH:7][c:8]([Br:10])[cH:9]1. The reactants are O=C1N(CCC1(C1=CC=CC=C1)C1=CC=CC=C1)CC(=O)O (2-(2-oxo-3,3-diphenylpyrrolidin-1-yl)acetic acid), ON\C(\C1=CC=C(C=C1)C(F)(F)F)=N/[H] ((Z)—N-hydroxy-4-(trifluoromethyl)benzimidamide), FC1=CC=C(C=C1)C1(C(N(CC1)CC(=O)O)=O)C1=CC=C(C=C1)F (2-(3,3-bis(4-fluorophenyl)-2-oxopyrrolidin-1-yl)acetic acid), ON\C(\C1=CN=CC=C1)=N/[H] ((Z)—N-hydroxynicotinimidamide). Product: C1(=CC=CC=C1)C1(C(N(CC1)CC1=NC(=NO1)C=1C=NC=CC1)=O)C1=CC=CC=C1 (3,3-diphenyl-1-[(3-pyridin-3-yl-1,2,4-oxadiazol-5-yl)methyl]pyrrolidin-2-one). RXN SMILES: [O:1]=[C:2]1[C:6]([C:13]2[CH:18]=[CH:17][CH:16]=[CH:15][CH:14]=2)([C:7]2[CH:12]=[CH:11][CH:10]=[CH:9][CH:8]=2)[CH2:5][CH2:4][N:3]1[CH2:19][C:20](O)=[O:21].FC1C=CC(C2(C3C=CC(F)=CC=3)CCN(CC(O)=O)C2=O)=CC=1.O[NH:48]/[C:49](=[N:56]\[H])/[C:50]1[CH:55]=[CH:54][CH:53]=[N:52][CH:51]=1.ON/C(=N\[H])/C1C=CC(C(F)(F)F)=CC=1>>[C:7]1([C:6]2([C:13]3[CH:18]=[CH:17][CH:16]=[CH:15][CH:14]=3)[CH2:5][CH2:4][N:3]([CH2:19][C:20]3[O:21][N:56]=[C:49]([C:50]4[CH:51]=[N:52][CH:53]=[CH:54][CH:55]=4)[N:48]=3)[C:2]2=[O:1])[CH:8]=[CH:9][CH:10]=[CH:11][CH:12]=1. Reported procedure: The title compound was prepared using the procedure described in Example 190 substituting 2-(2-oxo-3,3-diphenylpyrrolidin-1-yl)acetic acid from Example 1C for 2-(3,3-bis(4-fluorophenyl)-2-oxopyrrolidin-1-yl)acetic acid and (Z)—N-hydroxynicotinimidamide for (Z)—N-hydroxy-4-(trifluoromethyl)benzimidamide. 1H NMR (300 MHz, CDCl3) δ ppm 9.23 (d, J=1.7, 1H), 8.76 (dd, J=1.7, 4.9, 1H), 8.27 (dt, J=1.9, 8.0, 1H), 7.50-7.25 (m, 11H), 4.91 (s, 2H), 3.59 (t, J=6.5, 2H), 2.90 (t, J=6.5, 2H); MS (DCI) m/z 3...